This data is from the Open Reaction Database (ORD), a public repository of structured organic reaction records. The task is: describe an organic reaction: reactants, conditions, products, and yield Reactants: O=C1c2ccccc2C(=O)N1CCBr, O=C([O-])[O-], CCC(C)Sc1ccc(S)cc1, [K+], [K+], CN(C)C=O, O. Yields the product CCC(C)Sc1ccc(SCCN2C(=O)c3ccccc3C2=O)cc1. RXN SMILES: [Br:19][CH2:20][CH2:21][N:22]1[C:23](=[O:32])[c:24]2[c:25]([cH:28][cH:29][cH:30][cH:31]2)[C:26]1=[O:27].[C:13](=[O:14])([O-:15])[O-:16].[CH3:1][CH:2]([CH2:3][CH3:4])[S:5][c:6]1[cH:7][cH:8][c:9]([SH:12])[cH:10][cH:11]1.[K+:17].[K+:18].[O:34]=[CH:35][N:36]([CH3:37])[CH3:38].[OH2:33]>>[CH3:1][CH:2]([CH2:3][CH3:4])[S:5][c:6]1[cH:7][cH:8][c:9]([S:12][CH2:20][CH2:21][N:22]2[C:23](=[O:32])[c:24]3[c:25]([cH:28][cH:29][cH:30][cH:31]3)[C:26]2=[O:27])[cH:10][cH:11]1. Reactants: COCCOc1cccc(-c2cc3cc([N+](=O)[O-])cnc3[nH]2)c1, CCO, Cl, [Fe], O. Product: COCCOc1cccc(-c2cc3cc(N)cnc3[nH]2)c1. Reaction SMILES: [CH3:1][O:2][CH2:3][CH2:4][O:5][c:6]1[cH:7][c:8](-[c:12]2[cH:13][c:14]3[c:15]([n:16][cH:17][c:18]([N+:20]([O-:21])=[O:22])[cH:19]3)[nH:23]2)[cH:9][cH:10][cH:11]1.[CH3:26][CH2:27][OH:28].[ClH:24].[Fe:29].[OH2:25]>>[CH3:1][O:2][CH2:3][CH2:4][O:5][c:6]1[cH:7][c:8](-[c:12]2[cH:13][c:14]3[c:15]([n:16][cH:17][c:18]([NH2:20])[cH:19]3)[nH:23]2)[cH:9][cH:10][cH:11]1. Starting materials: C(C)N1N=C(C(=C1)C)C(=O)OCC (ethyl 1-ethyl-4-methyl-1H-pyrazole-3-carboxylate), [OH-].[Na+] (sodium hydroxide), C(C)O (ethanol), Cl (hydrochloric acid). The solvent is O (water). Reaction conditions: time 15 hour. The product is C(C)N1N=C(C(=C1)C)C(=O)O (1-ethyl-4-methyl-1H-pyrazole-3-carboxylic acid). Isolated yield 71.3%. RXN SMILES: [CH2:1]([N:3]1[CH:7]=[C:6]([CH3:8])[C:5]([C:9]([O:11]CC)=[O:10])=[N:4]1)[CH3:2].[OH-].[Na+].C(O)C.Cl>O>[CH2:1]([N:3]1[CH:7]=[C:6]([CH3:8])[C:5]([C:9]([OH:11])=[O:10])=[N:4]1)[CH3:2] |f:1.2|. Procedure details: A mixture of ethyl 1-ethyl-4-methyl-1H-pyrazole-3-carboxylate (8.60 g, 47.2 mmol), 8N aqueous sodium hydroxide solution (11.8 mL) and ethanol (30 mL) was stirred at room temperature for 15 hr. The reaction mixture was neutralized with 1N hydrochloric acid, diluted with water, and extracted with ethyl acetate. The organic layer was washed with water and saturated brine, dried over anhydrous magnesium sulfate and filtrated. The filtrate was concentrated under reduced pressure, and the residue was ... The reactants are BrC1=CC=C(C=C1)C (4-bromotoluene), [Mg] (magnesium), [Cl-].[NH4+] (ammonium chloride), Grignard reagent, C(C)OC(=O)C1CCN(CC1)CC1=CC=CC=C1 (1-(phenylmethyl)-4-piperidinecarboxylic acid ethyl ester). Run in O1CCCC1 (tetrahydrofuran), O1CCCC1 (tetrahydrofuran), O1CCCC1 (tetrahydrofuran). Yields the product CC1=CC=C(C=C1)C(O)(C1CCN(CC1)CC1=CC=CC=C1)C1=CC=C(C=C1)C (α,α-Bis(4-methylphenyl)-1-(phenylmethyl)-4-piperidinemethanol). Yield: 95.4%. As a reaction SMILES: Br[C:2]1[CH:7]=[CH:6][C:5]([CH3:8])=[CH:4][CH:3]=1.[Mg].C(O[C:13]([CH:15]1[CH2:20][CH2:19][N:18]([CH2:21][C:22]2[CH:27]=[CH:26][CH:25]=[CH:24][CH:23]=2)[CH2:17][CH2:16]1)=[O:14])C.[Cl-].[NH4+]>O1CCCC1>[CH3:8][C:5]1[CH:6]=[CH:7][C:2]([C:13]([C:2]2[CH:7]=[CH:6][C:5]([CH3:8])=[CH:4][CH:3]=2)([CH:15]2[CH2:16][CH2:17][N:18]([CH2:21][C:22]3[CH:23]=[CH:24][CH:25]=[CH:26][CH:27]=3)[CH2:19][CH2:20]2)[OH:14])=[CH:3][CH:4]=1 |f:3.4|. Procedure details: A Grignard solution was prepared by the addition of 102.6 g (0.6 mole) of 4-bromotoluene in 500 ml of dry tetrahydrofuran to a mixture of 12.5 g (0.5 mole) of magnesium chips in 250 ml of tetrahydrofuran. After the addition was complete, the mixture was heated at reflux for 1 hr to complete formation. To this Grignard reagent at ambient temperature was added in a stream 42.9 g (0.173 mole) of 1-(phenylmethyl)-4-piperidinecarboxylic acid ethyl ester in 250 ml of dry tetrahydrofuran. The solution ... Reactants: [OH-].[Na+] (NaOH), C(C)(C)(C)OC(=O)N[C@H](C(=O)N[C@@]1([C@@H]2[C@H]([C@@H]2C2(CC2)C1)C(=O)OCC)C(=O)OCC)C (diethyl (1S,2S,5R,6S)-2-[[(2S)-2-(tert-butoxycarbonylamino)propanoyl]amino]spiro[bicyclo[3.1.0]hexane-4,1′-cyclopropane]-2,6-dicarboxylate). Conditions: temperature 25 celsius. Yields the product C(C)(C)(C)OC(=O)N[C@H](C(=O)N[C@@]1([C@@H]2[C@H]([C@@H]2C2(CC2)C1)C(=O)O)C(=O)O)C ((1S,2S,5R,6S)-2-[[(2S)-2-(tert-Butoxycarbonylamino)propanoyl]amino]spiro[bicyclo[3.1.0]hexane-4,1′-cyclopropane]-2,6-dicarboxylic acid). Isolated yield 78.6%. Reaction SMILES: [OH-].[Na+].[C:3]([O:7][C:8]([NH:10][C@@H:11]([CH3:33])[C:12]([NH:14][C@@:15]1([C:28]([O:30]CC)=[O:29])[CH2:22][C:19]2([CH2:21][CH2:20]2)[C@@H:18]2[C@H:16]1[C@H:17]2[C:23]([O:25]CC)=[O:24])=[O:13])=[O:9])([CH3:6])([CH3:5])[CH3:4]>>[C:3]([O:7][C:8]([NH:10][C@@H:11]([CH3:33])[C:12]([NH:14][C@@:15]1([C:28]([OH:30])=[O:29])[CH2:22][C:19]2([CH2:20][CH2:21]2)[C@@H:18]2[C@H:16]1[C@H:17]2[C:23]([OH:25])=[O:24])=[O:13])=[O:9])([CH3:6])([CH3:4])[CH3:5] |f:0.1|. Procedure: Charge 2 N NaOH (37 mL, 5.0 equivalents) and diethyl (1S,2S,5R,6S)-2-[[(2S)-2-(tert-butoxycarbonylamino)propanoyl]amino]spiro[bicyclo[3.1.0]hexane-4,1′-cyclopropane]-2,6-dicarboxylate (6.50 g, 14.81 mmol) to a reactor and allow to stir for at least 12 hours between 20-30° C. until the reaction is complete by HPLC. Transfer the reaction to a separatory funnel and allow it to settle for at least 10 minutes. Separate the phases and return the lower aqueous layer to the reactor. Add ethyl acetate (9... Reactants: BrC1=C(C=O)C=C(C=C1)Cl (2-bromo-5-chlorobenzaldehyde), CO (methanol), [BH4-].[Na+] (sodium borohydride). Run in CC(=O)C (acetone). Conditions: time 30 minute. Yields the product BrC1=C(CO)C=C(C=C1)Cl (2-bromo-5-chlorobenzyl alcohol). Yield: 94.3%. RXN SMILES: [Br:1][C:2]1[CH:9]=[CH:8][C:7]([Cl:10])=[CH:6][C:3]=1[CH:4]=[O:5].CO.[BH4-].[Na+]>CC(C)=O>[Br:1][C:2]1[CH:9]=[CH:8][C:7]([Cl:10])=[CH:6][C:3]=1[CH2:4][OH:5] |f:2.3|. Procedure: 2-Bromo-5-chlorobenzaldehyde (20.5 g) from Example 72 was dissolved with dry methanol (200 ml), followed by sodium borohydride (1.06 g) at 0° C., and the mixture was stirred for 30 minutes. After addition of acetone, the solvent was removed under reduced pressure, water was added the obtained residue, and then extracted with ether. The organic layer was washed with saturated sodium hydrogencarbonate solution and saturated sodium chloride solution, and dried over anhydrous sodium sulfate. The sol... Reactants: CC(=O)N1CC2CC2(c2ccccc2)C1, O=[N+]([O-])O, O=S(=O)(O)O. The product is CC(=O)N1CC2CC2(c2ccc([N+](=O)[O-])cc2)C1. Reaction SMILES: [C:1]([CH3:2])(=[O:3])[N:4]1[CH2:5][C:6]2([c:10]3[cH:11][cH:12][cH:13][cH:14][cH:15]3)[CH2:7][CH:8]2[CH2:9]1.[OH:16][N+:17]([O-:18])=[O:19].[S:20](=[O:21])(=[O:22])([OH:23])[OH:24]>>[C:1]([CH3:2])(=[O:3])[N:4]1[CH2:5][C:6]2([c:10]3[cH:11][cH:12][c:13]([N+:17](=[O:16])[O-:18])[cH:14][cH:15]3)[CH2:7][CH:8]2[CH2:9]1. Starting materials: BrCC=1C=C(CN2C(C3=CC(=CC=C3C=C2)C(=O)OC)=O)C=CC1 (methyl 2-[3-(bromomethyl)benzyl]-1-oxo-1,2-dihydroisoquinoline-7-carboxylate), C([O-])([O-])=O.[Cs+].[Cs+] (cesium carbonate), C(C)NCC (diethylamine). Solvent: O1CCCC1 (tetrahydrofuran), O (water). Run at time 8 hour. Product: C(C)N(CC)CC=1C=C(CN2C(C3=CC(=CC=C3C=C2)C(=O)OC)=O)C=CC1 (methyl 2-{3-[(diethylamino)methyl]benzyl}-1-oxo-1,2-dihydroisoquinoline-7-carboxylate). Yield: 72.2%. RXN SMILES: Br[CH2:2][C:3]1[CH:4]=[C:5]([CH:22]=[CH:23][CH:24]=1)[CH2:6][N:7]1[CH:16]=[CH:15][C:14]2[C:9](=[CH:10][C:11]([C:17]([O:19][CH3:20])=[O:18])=[CH:12][CH:13]=2)[C:8]1=[O:21].C(=O)([O-])[O-].[Cs+].[Cs+].[CH2:31]([NH:33][CH2:34][CH3:35])[CH3:32]>O1CCCC1.O>[CH2:31]([N:33]([CH2:2][C:3]1[CH:4]=[C:5]([CH:22]=[CH:23][CH:24]=1)[CH2:6][N:7]1[CH:16]=[CH:15][C:14]2[C:9](=[CH:10][C:11]([C:17]([O:19][CH3:20])=[O:18])=[CH:12][CH:13]=2)[C:8]1=[O:21])[CH2:34][CH3:35])[CH3:32] |f:1.2.3|. Procedure: To a solution of methyl 2-[3-(bromomethyl)benzyl]-1-oxo-1,2-dihydroisoquinoline-7-carboxylate (0.10 g, 0.26 mmol) in tetrahydrofuran (7 mL) was added cesium carbonate (0.25 g, 0.78 mmol) and diethylamine (40 μL, 0.39 mmol). The reaction mixture was stirred at rt overnight. The mixture was diluted with water and extracted with EtOAc (2×). The combined organic phases were then washed with water, and brine, dried over anhydrous Na2SO4, filtered and concentrated. The residue was purified by flash si... Starting materials: ClC1=C(C=CC(=C1)Cl)C=1C(NC(=NN1)C1=NC=CC=C1)=O (6-(2,4-dichlorophenyl)-3-(2-pyridyl)-1,2,4-triazin-5-one), S(=O)(Cl)Cl (thionyl chloride), O1CCCC1 (tetrahydrofuran), C(C1=CC=CC=C1)N (benzylamine). Solvent: O (water). The product is C(C1=CC=CC=C1)NC=1N=C(N=NC1C1=C(C=C(C=C1)Cl)Cl)C1=NC=CC=C1 (5-benzylamino-6-(2,4-dichlorophenyl)-3-(2-pyridyl)-1,2,4-triazine). Isolated yield 56.8%. RXN SMILES: [Cl:1][C:2]1[CH:7]=[C:6]([Cl:8])[CH:5]=[CH:4][C:3]=1[C:9]1[C:10](=O)[NH:11][C:12]([C:15]2[CH:20]=[CH:19][CH:18]=[CH:17][N:16]=2)=[N:13][N:14]=1.S(Cl)(Cl)=O.O1CCCC1.[CH2:31]([NH2:38])[C:32]1[CH:37]=[CH:36][CH:35]=[CH:34][CH:33]=1>O>[CH2:31]([NH:38][C:10]1[N:11]=[C:12]([C:15]2[CH:20]=[CH:19][CH:18]=[CH:17][N:16]=2)[N:13]=[N:14][C:9]=1[C:3]1[CH:4]=[CH:5][C:6]([Cl:8])=[CH:7][C:2]=1[Cl:1])[C:32]1[CH:37]=[CH:36][CH:35]=[CH:34][CH:33]=1. Procedure: A mixture of 6-(2,4-dichlorophenyl)-3-(2-pyridyl)-1,2,4-triazin-5-one (5.00 g, 15.7 mmol) and thionyl chloride (50 ml) was heated under reflux for two hours. The mixture was allowed to cool to room temperature, and the solvent was removed by distillation under reduced pressure. To the residue were added tetrahydrofuran (50 ml), benzylamine (4.20 g, 39.2 mmol, 2.5 eq.), and the mixture was heated under reflux for two hours. The mixture was allowed to cool to room temperature, and water (150 ml) w...